This data is from the Open Reaction Database (ORD), a public repository of structured organic reaction records. The task is: describe an organic reaction: reactants, conditions, products, and yield Starting materials: ClC1=CC=C(C=C1)N=C=S (4-chlorophenylisothiocyanate), CNN (methylhydrazine). Run in C(C)O (ethanol). Run at time 2 hour. Yields the product ClC1=CC=C(C=C1)NC(=S)N(N)C (N-(4-chlorophenyl)-1-methylhydrazinecarbothioamide). RXN SMILES: [Cl:1][C:2]1[CH:7]=[CH:6][C:5]([N:8]=[C:9]=[S:10])=[CH:4][CH:3]=1.[CH3:11][NH:12][NH2:13]>C(O)C>[Cl:1][C:2]1[CH:7]=[CH:6][C:5]([NH:8][C:9]([N:12]([CH3:11])[NH2:13])=[S:10])=[CH:4][CH:3]=1. Procedure: A mixture of 4-chlorophenylisothiocyanate (17.0 g, 0.10 mole) and methylhydrazine (5.0 g, 0.11 mole) in 80 ml of ethanol was stirred at room temperature for two hours. The reaction mixture was filtered to collect colorless crystalline N-(4-chlorophenyl)-1-methylhydrazinecarbothioamide (18.4 g, mp 152°-154° C.). Starting materials: C1(CCCC1)C(C#CC1=CC(=C(C=C1)C1(CCCC1)C#N)F)(CC=1OC(OC(C1)=O)(C)C)O (1-{4-[3-Cyclopentyl-4-(2,2-dimethyl-6-oxo-6H-[1,3]dioxin-4-yl)-3-hydroxy-but-1-ynyl]-2-fluoro-phenyl}-cyclopentanecarbonitrile), C1(CCCC1)C(C#CC1=CC(=C(C=C1)C(C#N)(C)C)F)(CC1=CC(OC(O1)(C)C)=O)O (2-{4-[3-cyclopentyl-4-(2,2-dimethyl-4-oxo-4H-1,3-dioxin-6-yl)-3-hydroxybut-1-ynyl]-2-fluorophenyl}-2-methylpropanenitrile). The product is C1(CCCC1)C1(OC(CC(C1)=O)=O)CCC1=CC(=C(C=C1)C1(CCCC1)C#N)F (1-{4-[2-(2-Cyclopentyl-4,6-dioxo-tetrahydro-pyran-2-yl)-ethyl]-2-fluoro-phenyl}-cyclopentanecarbonitrile). RXN SMILES: [CH:1]1([C:6](O)([CH2:23][C:24]2[O:25]C(C)(C)[O:27][C:28](=[O:30])[CH:29]=2)[C:7]#[C:8][C:9]2[CH:14]=[CH:13][C:12]([C:15]3([C:20]#[N:21])[CH2:19][CH2:18][CH2:17][CH2:16]3)=[C:11]([F:22])[CH:10]=2)[CH2:5][CH2:4][CH2:3][CH2:2]1.C1(C(O)(CC2OC(C)(C)OC(=O)C=2)C#CC2C=CC(C(C)(C)C#N)=C(F)C=2)CCCC1>>[CH:1]1([C:6]2([CH2:7][CH2:8][C:9]3[CH:14]=[CH:13][C:12]([C:15]4([C:20]#[N:21])[CH2:16][CH2:17][CH2:18][CH2:19]4)=[C:11]([F:22])[CH:10]=3)[CH2:23][C:24](=[O:25])[CH2:29][C:28](=[O:30])[O:27]2)[CH2:2][CH2:3][CH2:4][CH2:5]1. Procedure: The title compound was prepared analogously to step 4 from Example A(97) where 1-{4-[3-Cyclopentyl-4-(2,2-dimethyl-6-oxo-6H-[1,3]dioxin-4-yl)-3-hydroxy-but-1-ynyl]-2-fluoro-phenyl}-cyclopentanecarbonitrile (from step 2 below) was substituted in place of 2-{4-[3-cyclopentyl-4-(2,2-dimethyl-4-oxo-4H-1,3-dioxin-6-yl)-3-hydroxybut-1-ynyl]-2-fluorophenyl}-2-methylpropanenitrile. 1H NMR (CDCl3) δ: 1.18–1.74 (m, 16 H), 1.92–2.17 (m, 2 H), 2.5–2.52 (m, 1 H), 2.66–2.68 (m, 2 H), 2.77 (s, 2 H), 3.43 (s, 2...